From a dataset of the Open Reaction Database (ORD), a public repository of structured organic reaction records. describe an organic reaction: reactants, conditions, products, and yield As a reaction SMILES: [CH2:30]([Cl:31])[CH2:32][Cl:33].[F:1][c:2]1[cH:3][c:4]([C:9]2([OH:25])[CH2:10][CH2:11][CH:12]([CH:15]3[CH2:16][CH2:17][C:18]4([O:19][CH2:20][CH2:21][O:22]4)[CH2:23][CH2:24]3)[CH2:13][CH2:14]2)[cH:5][cH:6][c:7]1[F:8].[OH:26][CH2:27][CH2:28][OH:29]>>[F:1][c:2]1[cH:3][c:4]([C:9]2=[CH:10][CH2:11][CH:12]([CH:15]3[CH2:16][CH2:17][C:18]4([O:19][CH2:20][CH2:21][O:22]4)[CH2:23][CH2:24]3)[CH2:13][CH2:14]2)[cH:5][cH:6][c:7]1[F:8]. Yields the product Fc1ccc(C2=CCC(C3CCC4(CC3)OCCO4)CC2)cc1F. Reactants: ClCCCl, OC1(c2ccc(F)c(F)c2)CCC(C2CCC3(CC2)OCCO3)CC1, OCCO. Starting materials: O=C1NCCC1Br, O=C([O-])[O-], CS(C)=O, [K+], [K+], CCOC(=O)C(=NO)c1csc(N)n1, O. The product is CCOC(=O)C(=NOC1CCNC1=O)c1csc(N)n1. Reaction SMILES: [Br:21][CH:22]1[C:23](=[O:27])[NH:24][CH2:25][CH2:26]1.[C:15](=[O:16])([O-:17])[O-:18].[CH3:28][S:29]([CH3:30])=[O:31].[K+:19].[K+:20].[NH2:1][c:2]1[s:3][cH:4][c:5]([C:7]([C:8](=[O:9])[O:10][CH2:11][CH3:12])=[N:13][OH:14])[n:6]1.[OH2:32]>>[NH2:1][c:2]1[s:3][cH:4][c:5]([C:7]([C:8](=[O:9])[O:10][CH2:11][CH3:12])=[N:13][O:14][CH:22]2[C:23](=[O:27])[NH:24][CH2:25][CH2:26]2)[n:6]1. The reactants are orange oil, O (water), O (water), C(C)(C)(C)NCC1=C(C2=CC=CC=C2C=C1)C1=CC=CC(=N1)CNC1=C(C=C(C=C1C)C)C (N-[(6-{2-[(tert-butylamino)methyl]-1-naphthyl}pyridin-2-yl)methyl]-2,4,6-trimethylaniline), C1CCOC1 (THF), [Li]C=1C=CC=CC1 (PhLi). The solvent is ClCCl.CO.C(C)N(CC)CC (dichloromethane methanol triethylamine), ClCCl (dichloromethane), ClCCl.CO (dichloromethane methanol), CCOCC (ether). Run at temperature -78 celsius. The product is C(C)(C)(C)NCC1=C(C2=CC=CC=C2C=C1)C1=CC=CC(=N1)C(NC1=C(C=C(C=C1C)C)C)C1=CC=CC=C1 (N-[(6-{2-[(tert-Butylamino)methyl]-1-naphthyl}pyridin-2-yl)(phenyl)methyl]-2,4,6-trimethylaniline). RXN SMILES: [C:1]([NH:5][CH2:6][C:7]1[CH:16]=[CH:15][C:14]2[C:9](=[CH:10][CH:11]=[CH:12][CH:13]=2)[C:8]=1[C:17]1[N:22]=[C:21]([CH2:23][NH:24][C:25]2[C:30]([CH3:31])=[CH:29][C:28]([CH3:32])=[CH:27][C:26]=2[CH3:33])[CH:20]=[CH:19][CH:18]=1)([CH3:4])([CH3:3])[CH3:2].C1COCC1.[Li][C:40]1[CH:41]=[CH:42][CH:43]=[CH:44][CH:45]=1.O>CCOCC.ClCCl.CO.C(N(CC)CC)C.ClCCl.CO.ClCCl>[C:1]([NH:5][CH2:6][C:7]1[CH:16]=[CH:15][C:14]2[C:9](=[CH:10][CH:11]=[CH:12][CH:13]=2)[C:8]=1[C:17]1[N:22]=[C:21]([CH:23]([C:40]2[CH:41]=[CH:42][CH:43]=[CH:44][CH:45]=2)[NH:24][C:25]2[C:30]([CH3:31])=[CH:29][C:28]([CH3:32])=[CH:27][C:26]=2[CH3:33])[CH:20]=[CH:19][CH:18]=1)([CH3:4])([CH3:3])[CH3:2] |f:5.6.7,8.9|. Procedure details: To a solution of 1.56 g (3.60 mmol) of N-[(6-{2-[(tert-butylamino)methyl]-1-naphthyl}pyridin-2-yl)methyl]-2,4,6-trimethylaniline in 30 ml of THF 14.5 ml (10.7 mmol) of 0.74 M PhLi in ether was added by vigorous stirring at −78° C. The resulting mixture was heated to room temperature and then stirred for 10 min. Further on, 2 ml of water was added, and the resulting mixture was poured into 50 ml of water. The crude product was extracted with 3×30 ml of ether. The organic extract was washed with w...